Dataset: the Open Reaction Database (ORD), a public repository of structured organic reaction records. Task: describe an organic reaction: reactants, conditions, products, and yield The reactants are ClC=1N=CC(=C2C=CC(=NC12)C)I (8-chloro-5-iodo-2-methyl-[1,7]naphthyridine), N1=CC=C(C=C1)B(O)O (4-pyridineboronic acid), NC=1SC=C(N1)C (2-amino-4-methylthiazole). Yields the product CC1=NC2=C(N=CC(=C2C=C1)C1=CC=NC=C1)NC=1SC=C(N1)C ((2-Methyl-5-pyridin-4-yl-[1,7]naphthyridin-8-yl)-(4-methyl-thiazol-2-yl)-amine). RXN SMILES: Cl[C:2]1[N:3]=[CH:4][C:5](I)=[C:6]2[C:11]=1[N:10]=[C:9]([CH3:12])[CH:8]=[CH:7]2.[N:14]1[CH:19]=[CH:18][C:17](B(O)O)=[CH:16][CH:15]=1.[NH2:23][C:24]1[S:25][CH:26]=[C:27]([CH3:29])[N:28]=1>>[CH3:12][C:9]1[CH:8]=[CH:7][C:6]2[C:11](=[C:2]([NH:23][C:24]3[S:25][CH:26]=[C:27]([CH3:29])[N:28]=3)[N:3]=[CH:4][C:5]=2[C:17]2[CH:18]=[CH:19][N:14]=[CH:15][CH:16]=2)[N:10]=1. Procedure details: The title compound, MS: m/e=334.1 (M+H+), was prepared in accordance with the general method of example 15 step 1 and step 3 from 8-chloro-5-iodo-2-methyl-[1,7]naphthyridine (Example I), 4-pyridineboronic acid and 2-amino-4-methylthiazole.